This data is from the Open Reaction Database (ORD), a public repository of structured organic reaction records. The task is: describe an organic reaction: reactants, conditions, products, and yield The reactants are C(CCC)[Li] (butyllithium), BrCCCCC(C#N)(C)C (6-bromo-2,2-dimethylhexanenitrile), C(CCC)[Li] (butyllithium), C1=CC=CC=2C3=CC=CC=C3CC12 (fluorene), BrCCCCCC (1-bromohexane). The solvent is CCCCCC (hexane), O (water), CCCCCC (hexane), O1CCCC1 (tetrahydrofuran). Reaction conditions: temperature -7.5 celsius, time 1 hour. Yields the product C(CCCCC)C1(C2=CC=CC=C2C=2C=CC=CC12)CCCCC(C)(C)C#N (9-hexyl-9-(5-cyano-5-methlhexyl)-fluorene). RXN SMILES: C([Li])CCC.[CH:6]1[C:18]2[CH2:17][C:16]3[C:11](=[CH:12][CH:13]=[CH:14][CH:15]=3)[C:10]=2[CH:9]=[CH:8][CH:7]=1.Br[CH2:20][CH2:21][CH2:22][CH2:23][CH2:24][CH3:25].Br[CH2:27][CH2:28][CH2:29][CH2:30][C:31]([CH3:35])([CH3:34])[C:32]#[N:33]>CCCCCC.O1CCCC1.O>[CH2:20]([C:17]1([CH2:27][CH2:28][CH2:29][CH2:30][C:31]([C:32]#[N:33])([CH3:35])[CH3:34])[C:16]2[CH:15]=[CH:14][CH:13]=[CH:12][C:11]=2[C:10]2[C:18]1=[CH:6][CH:7]=[CH:8][CH:9]=2)[CH2:21][CH2:22][CH2:23][CH2:24][CH3:25]. Procedure: 2.4 g of butyllithium dissolved in 15 ml of hexane was slowly added during 5 minutes into 6.0 g of fluorene dissolved in 40 ml of anhydrous tetrahydrofuran at -50° C. under nitrogen protection. The mixture was stirred at -30 to 15° C. for 1 hour before it was cooled again to -40 ~-50° C. Then, 6.0 g of 1-bromohexane was added in 5 minutes. The mixture was subsequently stirred for 2 hours while the temperature was gradually increased to room temperature. The mixture was then cooled to -50° C., an... Starting materials: ClC1=C(NC=C1)C(=O)OC (methyl 3-chloro-1H-pyrrole-2-carboxylate), [H-].[Na+] (NaH), NCl (NH2Cl). The solvent is CN(C)C=O (DMF). Conditions: time 1 hour. The product is NN1C(=C(C=C1)Cl)C(=O)OC (methyl 1-amino-3-chloro-1H-pyrrole-2-carboxylate). Isolated yield 68.2%. Reaction SMILES: [Cl:1][C:2]1[CH:6]=[CH:5][NH:4][C:3]=1[C:7]([O:9][CH3:10])=[O:8].[H-].[Na+].[NH2:13]Cl>CN(C=O)C>[NH2:13][N:4]1[CH:5]=[CH:6][C:2]([Cl:1])=[C:3]1[C:7]([O:9][CH3:10])=[O:8] |f:1.2|. Reported procedure: To a stirred solution of methyl 3-chloro-1H-pyrrole-2-carboxylate (1.00 g, 6.30 mmol) in DMF (15 mL) was added NaH (0.45 g, 18.80 mmol, 99%, dry) and the contents were stirred for 1 h at ambient temperature. NH2Cl (42.0 mL, 0.327 g, 6.30 mmol) was added at −10° C. to the reaction mixture and the contents were stirred for another 30 min at −10° C. The solvents were removed under reduced pressure and the residue was extracted with MTBE. The MTBE layer was passed through anhydrous Na2SO4 and concen... The reactants are N(=[N+]=[N-])[C@H]1[C@H](C[C@@H](OC1)C)NC(OC(C)(C)C)=O (tert-butyl (2S,4S,5S)-5-azido-2-methyltetrahydro-2H-pyran-4-ylcarbamate). The reagents and catalysts are [Pd] (palladium on carbon). The solvent is C(C)(C)O (isopropanol). Run at time 8 hour. Product: N[C@H]1[C@H](C[C@@H](OC1)C)NC(OC(C)(C)C)=O (tert-butyl (2S,4S,5S)-5-amino-2-methyltetrahydro-2H-pyran-4-ylcarbamate). The yield is 18.1%. Reaction SMILES: [N:1]([C@@H:4]1[CH2:9][O:8][C@@H:7]([CH3:10])[CH2:6][C@@H:5]1[NH:11][C:12](=[O:18])[O:13][C:14]([CH3:17])([CH3:16])[CH3:15])=[N+]=[N-]>[Pd].C(O)(C)C>[NH2:1][C@@H:4]1[CH2:9][O:8][C@@H:7]([CH3:10])[CH2:6][C@@H:5]1[NH:11][C:12](=[O:18])[O:13][C:14]([CH3:17])([CH3:16])[CH3:15]. Procedure: A mixture of tert-butyl (2S,4S,5S)-5-azido-2-methyltetrahydro-2H-pyran-4-ylcarbamate (1.8 g, 3.6 mmol) and 10% palladium on carbon (50 mg) in isopropanol (10 mL) was stirred at room temperature under hydrogenation overnight. After that, the mixture was filtered through a pad of celite. Concentrated to get the title compound (150 mg, crude) as a yellow oil, which was used directly for the next step without further purification. The reactants are CN(C1=CC(=NC(=C1)C(=O)OCC)C(CBr)=O)C (4-dimethylamino-6-ethoxycarbonyl-2-(α--bromoacetyl)pyridine), C(C)OC=1C=C(C(=S)N)C=CC1OCC (3,4-diethoxythiobenzamide). Product: C(C)OC=1C=C(C=CC1OCC)C=1SC=C(N1)C1=NC(=CC(=C1)N(C)C)C(=O)O (2-(3,4-diethoxyphenyl)-4-(4-dimethylamino-6-carboxy-2-pyridyl)thiazole). Reaction SMILES: [CH3:1][N:2]([CH3:18])[C:3]1[CH:8]=[C:7]([C:9]([O:11]CC)=[O:10])[N:6]=[C:5]([C:14](=O)[CH2:15]Br)[CH:4]=1.[CH2:19]([O:21][C:22]1[CH:23]=[C:24]([CH:28]=[CH:29][C:30]=1[O:31][CH2:32][CH3:33])[C:25]([NH2:27])=[S:26])[CH3:20]>>[CH2:19]([O:21][C:22]1[CH:23]=[C:24]([C:25]2[S:26][CH:15]=[C:14]([C:5]3[CH:4]=[C:3]([N:2]([CH3:1])[CH3:18])[CH:8]=[C:7]([C:9]([OH:11])=[O:10])[N:6]=3)[N:27]=2)[CH:28]=[CH:29][C:30]=1[O:31][CH2:32][CH3:33])[CH3:20]. Procedure: A reaction was conducted in the same manner as in Example 1, by using 4-dimethylamino-6-ethoxycarbonyl-2-(α--bromoacetyl)pyridine and 3,4-diethoxythiobenzamide. Then, hydrolysis was conducted in the same manner as in Example 2 to obtain 2-(3,4-diethoxyphenyl)-4-(4-dimethylamino-6-carboxy-2-pyridyl)thiazole. Yields the product CCCCN(C)C(=O)c1cc(C(=O)OC)cc(-c2ncco2)c1. Reactants: CCCCN(C)C(=O)c1cc(I)cc(C(=O)OC)c1, [Li]CCCC, CCOC(C)=O, [Cl-], [Cl-], C1CCOC1, [Pd], [Zn+2], c1ccc(P(c2ccccc2)c2ccccc2)cc1, c1ccc(P(c2ccccc2)c2ccccc2)cc1, c1ccc(P(c2ccccc2)c2ccccc2)cc1, c1ccc(P(c2ccccc2)c2ccccc2)cc1, c1cocn1. As a reaction SMILES: [CH2:11]([CH2:12][CH2:13][CH3:14])[N:15]([C:16](=[O:17])[c:18]1[cH:19][c:20]([C:21](=[O:22])[O:23][CH3:24])[cH:25][c:26]([I:28])[cH:27]1)[CH3:29].[CH2:6]([Li:7])[CH2:8][CH2:9][CH3:10].[CH3:35][CH2:36][O:37][C:38](=[O:39])[CH3:40].[Cl-:41].[Cl-:43].[O:30]1[CH2:31][CH2:32][CH2:33][CH2:34]1.[Pd:120].[Zn+2:42].[c:101]1([P:102]([c:103]2[cH:104][cH:105][cH:106][cH:107][cH:108]2)[c:109]2[cH:110][cH:111][cH:112][cH:113][cH:114]2)[cH:115][cH:116][cH:117][cH:118][cH:119]1.[c:44]1([P:45]([c:46]2[cH:47][cH:48][cH:49][cH:50][cH:51]2)[c:52]2[cH:53][cH:54][cH:55][cH:56][cH:57]2)[cH:58][cH:59][cH:60][cH:61][cH:62]1.[c:63]1([P:64]([c:65]2[cH:66][cH:67][cH:68][cH:69][cH:70]2)[c:71]2[cH:72][cH:73][cH:74][cH:75][cH:76]2)[cH:77][cH:78][cH:79][cH:80][cH:81]1.[c:82]1([P:83]([c:84]2[cH:85][cH:86][cH:87][cH:88][cH:89]2)[c:90]2[cH:91][cH:92][cH:93][cH:94][cH:95]2)[cH:96][cH:97][cH:98][cH:99][cH:100]1.[o:1]1[cH:2][n:3][cH:4][cH:5]1>>[o:1]1[c:2](-[c:26]2[cH:25][c:20]([C:21](=[O:22])[O:23][CH3:24])[cH:19][c:18]([C:16]([N:15]([CH2:11][CH2:12][CH2:13][CH3:14])[CH3:29])=[O:17])[cH:27]2)[n:3][cH:4][cH:5]1. Reactants: ClC1=CC=C(C(=O)Cl)C=C1 (4-chlorobenzoyl chloride), CC=1C=C2C=CC=NC2=CC1 (6-methylquinoline), [C-]#N.[K+] (potassium cyanide). The solvent is ClCCl (dichloromethane), O (water). Run at time 8 hour. Product: ClC1=CC=C(C(=O)N2C(C=CC3=CC(=CC=C23)C)C#N)C=C1 (1-(4-chlorobenzoyl)-6-methyl-1,2-dihydroquinoline-2-carbonitrile). Isolated yield 5.0%. Reaction SMILES: [CH3:1][C:2]1[CH:3]=[C:4]2[C:9](=[CH:10][CH:11]=1)[N:8]=[CH:7][CH:6]=[CH:5]2.[C-:12]#[N:13].[K+].[Cl:15][C:16]1[CH:24]=[CH:23][C:19]([C:20](Cl)=[O:21])=[CH:18][CH:17]=1>ClCCl.O>[Cl:15][C:16]1[CH:24]=[CH:23][C:19]([C:20]([N:8]2[C:9]3[C:4](=[CH:3][C:2]([CH3:1])=[CH:11][CH:10]=3)[CH:5]=[CH:6][CH:7]2[C:12]#[N:13])=[O:21])=[CH:18][CH:17]=1 |f:1.2|. Procedure: To a biphasic mixture of 6-methylquinoline (1.0 g) in dichloromethane (9 mL) and potassium cyanide (1.37 g) in water (4 mL) was added 4-chlorobenzoyl chloride (1.78 mL). The reaction mixture was stirred at ambient conditions overnight. The reaction mixture was then filtered and the filtrate washed successively with water, 1N hydrochloric acid, 1N sodium hydroxide solution and water. The organic layer was dried over sodium sulfate, filtered and concentrated in vacuo. The crude product was purifie... Starting materials: O=[N+]([O-])c1cc(Br)nc(Br)c1, CO, [H-], [Na+]. Yields the product COc1cc(Br)nc(Br)c1. As a reaction SMILES: [Br:5][c:6]1[n:7][c:8]([Br:15])[cH:9][c:10]([N+:12]([O-:13])=[O:14])[cH:11]1.[CH3:1][OH:2].[H-:4].[Na+:3]>>[CH3:1][O:2][c:10]1[cH:9][c:8]([Br:15])[n:7][c:6]([Br:5])[cH:11]1. Reactants: COC(=O)c1cnc(OC2CCCC2)c(-c2cc(C(F)(F)F)ccc2Cl)c1, [Na+], C1COCCO1, [OH-], O. Yields the product O=C(O)c1cnc(OC2CCCC2)c(-c2cc(C(F)(F)F)ccc2Cl)c1. As a reaction SMILES: [CH3:1][O:2][C:3](=[O:4])[c:5]1[cH:6][n:7][c:8]([O:22][CH:23]2[CH2:24][CH2:25][CH2:26][CH2:27]2)[c:9](-[c:11]2[c:12]([Cl:21])[cH:13][cH:14][c:15]([C:17]([F:18])([F:19])[F:20])[cH:16]2)[cH:10]1.[Na+:30].[O:31]1[CH2:32][CH2:33][O:34][CH2:35][CH2:36]1.[OH-:29].[OH2:28]>>[O:2]=[C:3]([OH:4])[c:5]1[cH:6][n:7][c:8]([O:22][CH:23]2[CH2:24][CH2:25][CH2:26][CH2:27]2)[c:9](-[c:11]2[c:12]([Cl:21])[cH:13][cH:14][c:15]([C:17]([F:18])([F:19])[F:20])[cH:16]2)[cH:10]1. Reactants: N1(CCC2(CC1)CNCC1=CC=CC=C12)C(=O)OC1C2CC3CC(CC1C3)C2 (2-adamantyl 2,3-dihydro-1H-spiro[isoquinoline-4,4′-piperidine]-1′-carboxylate), ClC1=CC=C(C=N1)C#N (6-chloro-3-pyridine carbonitrile), CCN(C(C)C)C(C)C (DIEA). The solvent is CN(C)C=O (DMF), CCOCC (ether). Reaction conditions: temperature 150 celsius. The product is C(#N)C=1C=CC(=NC1)N1CC2=CC=CC=C2C2(CCN(CC2)C(=O)OC2C3CC4CC(CC2C4)C3)C1 (2-adamantyl 2-(5-cyanopyridin-2-yl)-2,3-dihydro-1H-spiro[isoquinoline-4,4′-piperidine]-1′-carboxylate). The yield is 36.5%. RXN SMILES: [N:1]1([C:16]([O:18][CH:19]2[CH:26]3[CH2:27][CH:22]4[CH2:23][CH:24]([CH2:28][CH:20]2[CH2:21]4)[CH2:25]3)=[O:17])[CH2:6][CH2:5][C:4]2([C:15]3[C:10](=[CH:11][CH:12]=[CH:13][CH:14]=3)[CH2:9][NH:8][CH2:7]2)[CH2:3][CH2:2]1.Cl[C:30]1[N:35]=[CH:34][C:33]([C:36]#[N:37])=[CH:32][CH:31]=1.CCN(C(C)C)C(C)C>CN(C=O)C.CCOCC>[C:36]([C:33]1[CH:32]=[CH:31][C:30]([N:8]2[CH2:7][C:4]3([CH2:5][CH2:6][N:1]([C:16]([O:18][CH:19]4[CH:20]5[CH2:28][CH:24]6[CH2:23][CH:22]([CH2:27][CH:26]4[CH2:25]6)[CH2:21]5)=[O:17])[CH2:2][CH2:3]3)[C:15]3[C:10](=[CH:11][CH:12]=[CH:13][CH:14]=3)[CH2:9]2)=[N:35][CH:34]=1)#[N:37]. Procedure: Crude 2-adamantyl 2,3-dihydro-1H-spiro[isoquinoline-4,4′-piperidine]-1′-carboxylate (21 mg, 0.054 mmol), 6-chloro-3-pyridine carbonitrile (11 mg, 1.5 equiv.) and DIEA (20 μL, 2 equiv.) were dissolved in dry DMF (1.5 mL). The mixture was heated in microwave oven for 20 min at 150° C. The mixture was diluted with ether (10 mL), washed with 3% aq HCl (2×4 mL), concentrated and purified by preparative HPLC to afford 2-adamantyl 2-(5-cyanopyridin-2-yl)-2,3-dihydro-1H-spiro[isoquinoline-4,4′-piperidin...